This data is from the Open Reaction Database (ORD), a public repository of structured organic reaction records. The task is: describe an organic reaction: reactants, conditions, products, and yield Reactants: OCCCCO, CC(c1ccc(Cl)cc1)N1C(=O)c2ccccc2C1(O)c1ccc(Cl)cc1. The product is CC(c1ccc(Cl)cc1)N1C(=O)c2ccccc2C1(OCCCCO)c1ccc(Cl)cc1. As a reaction SMILES: [CH2:28]([CH2:29][CH2:30][CH2:31][OH:32])[OH:33].[Cl:1][c:2]1[cH:3][cH:4][c:5]([C:8]2([OH:27])[N:9]([CH:18]([CH3:19])[c:20]3[cH:21][cH:22][c:23]([Cl:26])[cH:24][cH:25]3)[C:10](=[O:17])[c:11]3[cH:12][cH:13][cH:14][cH:15][c:16]32)[cH:6][cH:7]1>>[Cl:1][c:2]1[cH:3][cH:4][c:5]([C:8]2([O:27][CH2:28][CH2:29][CH2:30][CH2:31][OH:32])[N:9]([CH:18]([CH3:19])[c:20]3[cH:21][cH:22][c:23]([Cl:26])[cH:24][cH:25]3)[C:10](=[O:17])[c:11]3[cH:12][cH:13][cH:14][cH:15][c:16]32)[cH:6][cH:7]1. Reactants: C(C)S(=O)(=O)N1CC(C1)(N1N=CC(=C1)C=1C2=C(N=CN1)N(C=C2)COCC[Si](C)(C)C)CC#N (2-(1-(Ethylsulfonyl)-3-(4-(7-((2-(trimethylsilyl)ethoxy)methyl)-7H-pyrrolo[2,3-d]pyrimidin-4-yl)-1H-pyrazol-1-yl)azetidin-3-yl)acetonitrile), [OH-].[Na+] (sodium hydroxide), O (water), Cl (HCl). The solvent is O1CCCC1 (tetrahydrofuran). Reaction conditions: temperature 23 celsius, time 3.5 hour. Yields the product N1N=CC(=C1)C=1C2=C(N=CN1)N(C=C2)COCC[Si](C)(C)C (4-(1H-Pyrazol-4-yl)-7-((2-(trimethylsilyl)ethoxy)methyl)-7H-pyrrolo[2,3-d]pyrimidine). Yield: 82.1%. Reaction SMILES: C(S(N1CC(CC#N)([N:10]2[CH:14]=[C:13]([C:15]3[C:16]4[CH:23]=[CH:22][N:21]([CH2:24][O:25][CH2:26][CH2:27][Si:28]([CH3:31])([CH3:30])[CH3:29])[C:17]=4[N:18]=[CH:19][N:20]=3)[CH:12]=[N:11]2)C1)(=O)=O)C.O.Cl.[OH-].[Na+]>O1CCCC1>[NH:10]1[CH:14]=[C:13]([C:15]2[C:16]3[CH:23]=[CH:22][N:21]([CH2:24][O:25][CH2:26][CH2:27][Si:28]([CH3:31])([CH3:30])[CH3:29])[C:17]=3[N:18]=[CH:19][N:20]=2)[CH:12]=[N:11]1 |f:3.4|. Procedure details: To a suspension of crude 4-(1-(1-ethoxyethyl)-1H-pyrazol-4-yl) -7-((2-(trimethylsilyl)ethoxy)methyl)-7H-pyrrolo[2,3-d]pyrimidine (6), made as described above, in tetrahydrofuran (THF, 4.2 L) in the reactor was charged water (H2O, 20.8 L), and a 10% aqueous HCl solution (16.2 L, 45.89 mol, 3.44 equiv) at room temperature. The resulting reaction mixture was stirred at 16-30° C. for 2-5 h. When the reaction was deemed complete by HPLC analysis, the reaction mixture was treated with a 30% aqueous so... Starting materials: CC(CCOCC(CO)(CO)CO)CCCC(CCCC(CCCC(C)C)C)C (Mono-O-(3,7,11,15-tetramethylhexadecyl)pentaerythritol), C(CC(C)CCCC(C)CCCC(C)CCCC(C)C)OCC(CO)(CO)CO (mono-O-(phytanyl)pentaerythritol), ( 5 ). Run in O (water). Product: C(CC(C)CCCC(C)CCCC(C)CCCC(C)C)OCC(CO)(CO)CO.O (mono-O-(phytanyl)pentaerythritol water). As a reaction SMILES: [CH3:1][CH:2]([CH2:14][CH2:15][CH2:16][CH:17]([CH3:29])[CH2:18][CH2:19][CH2:20][CH:21]([CH3:28])[CH2:22][CH2:23][CH2:24][CH:25]([CH3:27])[CH3:26])[CH2:3][CH2:4][O:5][CH2:6][C:7]([CH2:12][OH:13])([CH2:10][OH:11])[CH2:8][OH:9]>O>[CH2:4]([O:5][CH2:6][C:7]([CH2:12][OH:13])([CH2:10][OH:11])[CH2:8][OH:9])[CH2:3][CH:2]([CH2:14][CH2:15][CH2:16][CH:17]([CH2:18][CH2:19][CH2:20][CH:21]([CH2:22][CH2:23][CH2:24][CH:25]([CH3:26])[CH3:27])[CH3:28])[CH3:29])[CH3:1].[OH2:5] |f:2.3|. Reported procedure: Mono-O-(3,7,11,15-tetramethylhexadecyl)pentaerythritol (hereafter referred to as “mono-O-(phytanyl)pentaerythritol,” formula (5) above) and pure water were introduced into a mixing device, and incubation was carried out while performing 100 or more times of mixing operations at room temperature (23° C.) over the period of 48 hours. Thus, a homogeneously mixed sample of mono-O-(phytanyl)pentaerythritol/water system was obtained. This sample of mono-O-(phytanyl)pentaerythritol/water system appeare...